This data is from the Open Reaction Database (ORD), a public repository of structured organic reaction records. The task is: describe an organic reaction: reactants, conditions, products, and yield The reactants are NC1=C(C(=O)CCC(=O)O)C=CC=C1 (3-(2-Aminobenzoyl)propionic acid), S(O)(O)(=O)=O (sulphuric acid), C(C)O (ethanol). Yields the product NC1=C(C(=O)CCC(=O)OCC)C=CC=C1 (Ethyl 3-(2-aminobenzoyl)propionate). RXN SMILES: [NH2:1][C:2]1[CH:14]=[CH:13][CH:12]=[CH:11][C:3]=1[C:4]([CH2:6][CH2:7][C:8]([OH:10])=[O:9])=[O:5].S(=O)(=O)(O)O.[CH2:20](O)[CH3:21]>>[NH2:1][C:2]1[CH:14]=[CH:13][CH:12]=[CH:11][C:3]=1[C:4]([CH2:6][CH2:7][C:8]([O:10][CH2:20][CH3:21])=[O:9])=[O:5]. Procedure details: 3-(2-Aminobenzoyl)propionic acid (26.7 g) and concentrated sulphuric acid (25 cc) in absolute ethanol (250 cc) are stirred for 17 hours at room temperature (approximately 20° C.). The ethanol is evaporated off under reduced pressure, water (200 cc) and ethyl acetate (200 cc) are added and potassium carbonate is added until the pH is 8. The mixture is filtered, and the aqueous phase decanted and re-extracted with ethyl acetate (2×100 cc). The organic phase is dried over magnesium sulphate, filter... Reactants: ClC1=NC=CC=C1N(C(=O)C=1C(=NC=C(C1)CCOC1=CC=NC2=CC=CC=C12)NCC)C (N-(2-chloro(3-pyridyl))[2-(ethylamino)-5-(2-(4-quinolyloxy)ethyl)(3-pyridyl)]-N-methylcarboxamide), ClC1=NC=CC=C1N(C(=O)C=1C(=NC=C(C1)CCOC1=CC=NC2=CC=CC=C12)NCC)C (N-(2-chloro(3-pyridyl))[2-(ethylamino)-5-(2-(4-quinolyloxy)ethyl)(3-pyridyl)]-N-methylcarboxamide), [OH-].[Na+] (NaOH), [OH-].[Na+] (NaOH). The reagents and catalysts are CCCC[N+](CCCC)(CCCC)CCCC.[Br-] (TBAB), [Br-].C(CCC)[N+](CCCC)(CCCC)CCCC (tetrabutylammonium bromide). Solvent: C1(=CC=CC=C1)C (toluene), C1(=CC=CC=C1)C (Toluene), C1(=CC=CC=C1)C (toluene). Run at time 8 hour. The product is C(C)N1C2=C(N(C(C3=C1N=CC(=C3)CCOC3=CC=NC1=CC=CC=C31)=O)C)C=CC=N2 (5,11-dihydro-11-ethyl-5-methyl-8-{2-(4-quinolinyloxy)ethyl}-6H-dipyrido[3,2-b:2′,3′-e][1,4]diazepin-6-one). As a reaction SMILES: [OH-].[Na+].Cl[C:4]1[C:9]([N:10]([CH3:35])[C:11]([C:13]2[C:14]([NH:32][CH2:33][CH3:34])=[N:15][CH:16]=[C:17]([CH2:19][CH2:20][O:21][C:22]3[C:31]4[C:26](=[CH:27][CH:28]=[CH:29][CH:30]=4)[N:25]=[CH:24][CH:23]=3)[CH:18]=2)=[O:12])=[CH:8][CH:7]=[CH:6][N:5]=1>[Br-].C([N+](CCCC)(CCCC)CCCC)CCC.C1(C)C=CC=CC=1>[CH2:33]([N:32]1[C:14]2[N:15]=[CH:16][C:17]([CH2:19][CH2:20][O:21][C:22]3[C:31]4[C:26](=[CH:27][CH:28]=[CH:29][CH:30]=4)[N:25]=[CH:24][CH:23]=3)=[CH:18][C:13]=2[C:11](=[O:12])[N:10]([CH3:35])[C:9]2[CH:8]=[CH:7][CH:6]=[N:5][C:4]1=2)[CH3:34] |f:0.1,3.4|. Procedure details: 3.47 g NaOH and 40 ml toluene were charged into a three-neck flask equipped with temperature couple and addition funnel. The mixture was brought to 20° C. Next, 10.02 g of N-(2-chloro(3-pyridyl))[2-(ethylamino)-5-(2-(4-quinolyloxy)ethyl)(3-pyridyl)]-N-methylcarboxamide and 0.7 g tetrabutylammonium bromide were dissolved in 50 ml of toluene at 60-70° C. and allowed to cool to room temperature. The solution of N-(2-chloro(3-pyridyl))[2-(ethylamino)-5-(2-(4-quinolyloxy)ethyl)(3-pyridyl)]-N-methylca... Reactants: COC1=CC=C(C=C1)CCC=1NC=C(N1)C=1SC=CC1 (2-(p-Methoxyphenylethyl)-4-(2-thienyl)imidazole), Br (HBr). Solvent: CC(=O)O (HOAc). Product: OC1=CC=C(C=C1)CCC=1NC=C(N1)C=1SC=CC1 (2-(p-Hydroxyphenylethyl)-4-(2-thienyl)imidazole). The yield is 26.8%. RXN SMILES: C[O:2][C:3]1[CH:8]=[CH:7][C:6]([CH2:9][CH2:10][C:11]2[NH:12][CH:13]=[C:14]([C:16]3[S:17][CH:18]=[CH:19][CH:20]=3)[N:15]=2)=[CH:5][CH:4]=1.Br>CC(O)=O>[OH:2][C:3]1[CH:8]=[CH:7][C:6]([CH2:9][CH2:10][C:11]2[NH:12][CH:13]=[C:14]([C:16]3[S:17][CH:18]=[CH:19][CH:20]=3)[N:15]=2)=[CH:5][CH:4]=1. Reported procedure: A mixture of XIX (2.9 g, 0.01 mole), glacial HOAc (10 mL) and 48% HBr (35 mL) was stirred at reflux for 3 hours. The hot solution was decanted from the separated tar and chilled at 5°-10° C. overnight. The precipitated hydrobromide salt was collected, washed with Et2O, dissolved in H2O (100 mL), and the solution was made basic with saturated NaHCO3 solution. The solid was collected, chromatographed on silica gel, and the product eluted with 95CHCl3 --5CH3OH--0.5H2O to yield 0.725 g (27%) of XX; ...